Dataset: the Open Reaction Database (ORD), a public repository of structured organic reaction records. Task: describe an organic reaction: reactants, conditions, products, and yield Starting materials: O=c1[nH]c2cc(C(F)(F)F)cc(Br)c2[nH]1, OB(O)c1ccc(C(F)(F)F)cc1. Yields the product O=c1[nH]c2cc(C(F)(F)F)cc(-c3ccc(C(F)(F)F)cc3)c2[nH]1. As a reaction SMILES: [Br:1][c:2]1[cH:3][c:4]([C:12]([F:13])([F:14])[F:15])[cH:5][c:6]2[nH:7][c:8](=[O:11])[nH:9][c:10]12.[F:16][C:17]([c:18]1[cH:19][cH:20][c:21]([B:24]([OH:25])[OH:26])[cH:22][cH:23]1)([F:27])[F:28]>>[c:2]1(-[c:21]2[cH:20][cH:19][c:18]([C:17]([F:16])([F:27])[F:28])[cH:23][cH:22]2)[cH:3][c:4]([C:12]([F:13])([F:14])[F:15])[cH:5][c:6]2[nH:7][c:8](=[O:11])[nH:9][c:10]12. Reactants: [BH4-], CCOC(=O)C(CCCNC(=O)OCc1ccccc1)NC(=S)NC(C)(C)C, CCO, [Cl-], [Li+], [Na+], C1CCOC1. Product: CC(C)(C)NC(=S)NC(CO)CCCNC(=O)OCc1ccccc1. As a reaction SMILES: [BH4-:31].[CH2:3]([c:4]1[cH:5][cH:6][cH:7][cH:8][cH:9]1)[O:10][C:11](=[O:12])[NH:13][CH2:14][CH2:15][CH2:16][CH:17]([C:18](=[O:19])[O:20][CH2:21][CH3:22])[NH:23][C:24](=[S:25])[NH:26][C:27]([CH3:28])([CH3:29])[CH3:30].[CH3:33][CH2:34][OH:35].[Cl-:2].[Li+:1].[Na+:32].[O:36]1[CH2:37][CH2:38][CH2:39][CH2:40]1>>[CH2:3]([c:4]1[cH:5][cH:6][cH:7][cH:8][cH:9]1)[O:10][C:11](=[O:12])[NH:13][CH2:14][CH2:15][CH2:16][CH:17]([CH2:18][OH:19])[NH:23][C:24](=[S:25])[NH:26][C:27]([CH3:28])([CH3:29])[CH3:30]. Procedure details: A mixture of 8.5 g (23 mmol) 3-(toluene-4-sulfonyloxymethyl)-piperidine-1-carboxylic acid tert-butyl ester and 28.7 mL (115 mmol) 4N HCl in dioxane in 30 mL dioxane was evaporated to dryness. This yielded 7.57 g (97%) of the title compound as viscous yellow oil which was used without further purification. MS(m/e): 270 (MH+). Solvent: O1CCOCC1 (dioxane), O1CCOCC1 (dioxane). The reactants are C(C)(C)(C)OC(=O)N1CC(CCC1)COS(=O)(=O)C1=CC=C(C=C1)C (3-(toluene-4-sulfonyloxymethyl)-piperidine-1-carboxylic acid tert-butyl ester), Cl (HCl). Reaction SMILES: C(OC([N:8]1[CH2:13][CH2:12][CH2:11][CH:10]([CH2:14][O:15][S:16]([C:19]2[CH:24]=[CH:23][C:22]([CH3:25])=[CH:21][CH:20]=2)(=[O:18])=[O:17])[CH2:9]1)=O)(C)(C)C.[ClH:26]>O1CCOCC1>[ClH:26].[NH:8]1[CH2:13][CH2:12][CH2:11][CH:10]([CH2:14][O:15][S:16]([C:19]2[CH:20]=[CH:21][C:22]([CH3:25])=[CH:23][CH:24]=2)(=[O:18])=[O:17])[CH2:9]1 |f:3.4|. The product is Cl.N1CC(CCC1)COS(=O)(=O)C1=CC=C(C=C1)C (Toluene-4-sulfonic acid piperidin-3-ylmethyl ester, hydrochloride). The reactants are O=C([O-])[O-], CCBr, CC#N, Cc1ccc2c(c1)c(C1OC(CO)C(O)C(O)C1O)cn2Cc1ccc(O)cc1, [Cl-], [Cs+], [Cs+], [I-], [Na+], [Na+]. The product is CCOc1ccc(Cn2cc(C3OC(CO)C(O)C(O)C3O)c3cc(C)ccc32)cc1. Reaction SMILES: [C:30](=[O:31])([O-:32])[O-:33].[CH2:38]([CH3:39])[Br:40].[CH3:43][C:44]#[N:45].[CH:1]1([c:12]2[cH:13][n:14]([CH2:22][c:23]3[cH:24][cH:25][c:26]([OH:29])[cH:27][cH:28]3)[c:15]3[cH:16][cH:17][c:18]([CH3:21])[cH:19][c:20]23)[CH:2]([OH:3])[CH:4]([OH:5])[CH:6]([OH:7])[CH:8]([CH2:10][OH:11])[O:9]1.[Cl-:42].[Cs+:34].[Cs+:35].[I-:37].[Na+:36].[Na+:41]>>[CH:1]1([c:12]2[cH:13][n:14]([CH2:22][c:23]3[cH:24][cH:25][c:26]([O:29][CH2:38][CH3:39])[cH:27][cH:28]3)[c:15]3[cH:16][cH:17][c:18]([CH3:21])[cH:19][c:20]23)[CH:2]([OH:3])[CH:4]([OH:5])[CH:6]([OH:7])[CH:8]([CH2:10][OH:11])[O:9]1. The reactants are [H-].[Na+] (Sodium hydride), C(C)C1=C2C=CC(N(C2=CC(=N1)CC)CC1=CC(=C(C=C1)O)CCC)=O (5,7-diethyl-1-(4-hydroxy-3-propylbenzyl)-1,6-naphthyridin-2(1H)-one), COC(C(Br)C1=CC=CC=C1)=O (methyl-α-bromophenylacetate). Solvent: O1CCCC1 (tetrahydrofuran), O1CCCC1 (tetrahydrofuran). Run at time 20 minute. Product: C(C)C1=C2C=CC(N(C2=CC(=N1)CC)CC1=CC(=C(OC2=C(C=CC=C2)CC(=O)OC)C=C1)CCC)=O (methyl 2-[4-((5,7-diethyl-2-oxo-1,2-dihydro-1,6-naphthyridin-1-yl)methyl)-2-propylphenoxy]phenylacetate). Yield: 47.9%. RXN SMILES: [H-].[Na+].[CH2:3]([C:5]1[N:14]=[C:13]([CH2:15][CH3:16])[CH:12]=[C:11]2[C:6]=1[CH:7]=[CH:8][C:9](=[O:28])[N:10]2[CH2:17][C:18]1[CH:23]=[CH:22][C:21]([OH:24])=[C:20]([CH2:25][CH2:26][CH3:27])[CH:19]=1)[CH3:4].[CH3:29][O:30][C:31](=[O:40])[CH:32]([C:34]1[CH:39]=[CH:38][CH:37]=[CH:36][CH:35]=1)Br>O1CCCC1>[CH2:3]([C:5]1[N:14]=[C:13]([CH2:15][CH3:16])[CH:12]=[C:11]2[C:6]=1[CH:7]=[CH:8][C:9](=[O:28])[N:10]2[CH2:17][C:18]1[CH:23]=[CH:22][C:21]([O:24][C:35]2[CH:36]=[CH:37][CH:38]=[CH:39][C:34]=2[CH2:32][C:31]([O:30][CH3:29])=[O:40])=[C:20]([CH2:25][CH2:26][CH3:27])[CH:19]=1)[CH3:4] |f:0.1|. Procedure: Sodium hydride (60% dispersion in oil, 51 mg) was added to a solution of compound F (440 mg) in tetrahydrofuran (15 ml) under an atmosphere of argon. The mixture was stirred for 20 minutes and then methyl-α-bromophenylacetate (320 mg) in tetrahydrofuran (5 ml) was added. The mixture was stirred for 18 hours and then volatile material was removed by evaporation. The residue was partitioned between ethyl acetate (25 ml) and water (25 ml) and the organic layer was separated, washed with saturated s... Starting materials: C1(=CC=CC=C1)C=1N=C2C=CCC2=CC1 (5-phenyl-4-aza-indene), IC1=CC=CC=C1 (iodo-benzene). Reagents/catalysts: CC(=O)[O-].CC(=O)[O-].[Pd+2] (Pd(OAc)2). Solvent: C(C)N(CC)CC (triethylamine). Yields the product C1(=CC=CC=C1)C=1CC2=CC=C(N=C2C1)C1=CC=CC=C1 (2,5-diphenyl-4-aza-indene). Reaction SMILES: [C:1]1([C:7]2[N:8]=[C:9]3[C:13](=[CH:14][CH:15]=2)[CH2:12][CH:11]=[CH:10]3)[CH:6]=[CH:5][CH:4]=[CH:3][CH:2]=1.I[C:17]1[CH:22]=[CH:21][CH:20]=[CH:19][CH:18]=1>CC([O-])=O.CC([O-])=O.[Pd+2].C(N(CC)CC)C>[C:17]1([C:11]2[CH2:12][C:13]3[C:9]([CH:10]=2)=[N:8][C:7]([C:1]2[CH:2]=[CH:3][CH:4]=[CH:5][CH:6]=2)=[CH:15][CH:14]=3)[CH:22]=[CH:21][CH:20]=[CH:19][CH:18]=1 |f:2.3.4|. Procedure details: 20 ml of triethylamine, 3.86 g (20 mmol) of 5-phenyl-4-aza-indene, 4.08 g (20 mmol) of iodo-benzene and 0.134 g (0.6 mmol) of Pd(OAc)2 were stirred under reflux for 10 h. After that all triethylamine was removed under reduced pressure. The residue was treated with the mixture 50 ml of dichloromethane and 50 ml of water. Organic layer was separated, washed twice with water, filtered and dried over Na2SO4. Dichloromethane was removed and the residue was recrystallized from 20 ml of EtOH. The yield... The reactants are COC(=O)CBr, O=C([O-])[O-], CC#N, [Cs+], [Cs+], Oc1cccc2c1CCCO2. Product: COC(=O)COc1cccc2c1CCCO2. As a reaction SMILES: [Br:12][CH2:13][C:14](=[O:15])[O:16][CH3:17].[C:18](=[O:19])([O-:20])[O-:21].[CH3:24][C:25]#[N:26].[Cs+:22].[Cs+:23].[O:1]1[CH2:2][CH2:3][CH2:4][c:5]2[c:6]([OH:11])[cH:7][cH:8][cH:9][c:10]21>>[O:1]1[CH2:2][CH2:3][CH2:4][c:5]2[c:6]([O:11][CH2:13][C:14](=[O:15])[O:16][CH3:17])[cH:7][cH:8][cH:9][c:10]21. Conditions: time 8 hour. Run in C1CCOC1 (THF), CCOC(=O)C (EtOAc). The yield is 10.2%. Starting materials: OC1=CC=C2C(C=COC2=C1)=O (7-hydroxy-4H-4-chromenone), C1(=CC=CC=C1)P(C1=CC=CC=C1)C1=CC=CC=C1 (triphenylphosphine), N1(C=NC=C1)CCO (2-(1H-1-imidazolyl)-1-ethanol), N(=NC(=O)OCC)C(=O)OCC (diethyl azodicarboxylate). As a reaction SMILES: [OH:1][C:2]1[CH:11]=[C:10]2[C:5]([C:6](=[O:12])[CH:7]=[CH:8][O:9]2)=[CH:4][CH:3]=1.C1(P(C2C=CC=CC=2)C2C=CC=CC=2)C=CC=CC=1.[N:32]1([CH2:37][CH2:38]O)[CH:36]=[CH:35][N:34]=[CH:33]1.N(C(OCC)=O)=NC(OCC)=O>CCOC(C)=O.C1COCC1>[N:32]1([CH2:37][CH2:38][O:1][C:2]2[CH:11]=[C:10]3[C:5]([C:6](=[O:12])[CH:7]=[CH:8][O:9]3)=[CH:4][CH:3]=2)[CH:36]=[CH:35][N:34]=[CH:33]1. Yields the product N1(C=NC=C1)CCOC1=CC=C2C(C=COC2=C1)=O (7-[2-(1H-1-Imidazolyl)ethoxy]-4H-4-chromenone). Procedure details: Under N2, a solution of 0.75 g (4.6 mmol) of 7-hydroxy-4H-4-chromenone (J. Med. Chem., 1991;34:248) in 20 ml, of THF was treated with 1.21 g (4.6 mmol) of triphenylphosphine and 0.5 g (5.1 mmol) of 2-(1H-1-imidazolyl)-1-ethanol and the solution cooled in ice. This was then treated over 10 minutes with 0.72 mL (4.6 mmol) of diethyl azodicarboxylate, and the solution stirred at room temperature overnight. The solution was diluted with EtOAc, washed twice with H2O, twice with saturated NaHCO3, and ... The reactants are C([O-])([O-])=O.[K+].[K+] (potassium carbonate), ClCCNC(OCC)=O (ethyl chloroethylcarbamate), [I-].[K+] (potassium iodide), FC=1C=C(OC2=CC=C(C=C2)O)C=C(C1)F (4-(3,5-difluorophenoxy)phenol). The solvent is CN(C=O)C (dimethylformamide). Conditions: temperature 95 celsius. Yields the product FC=1C=C(OC2=CC=C(OCCNC(OCC)=O)C=C2)C=C(C1)F (ethyl 2-[4-(3,5-difluorophenoxy)phenoxy]ethylcarbamate). As a reaction SMILES: C(=O)([O-])[O-].[K+].[K+].Cl[CH2:8][CH2:9][NH:10][C:11](=[O:15])[O:12][CH2:13][CH3:14].[I-].[K+].[F:18][C:19]1[CH:20]=[C:21]([CH:30]=[C:31]([F:33])[CH:32]=1)[O:22][C:23]1[CH:28]=[CH:27][C:26]([OH:29])=[CH:25][CH:24]=1>CN(C)C=O>[F:18][C:19]1[CH:20]=[C:21]([CH:30]=[C:31]([F:33])[CH:32]=1)[O:22][C:23]1[CH:24]=[CH:25][C:26]([O:29][CH2:8][CH2:9][NH:10][C:11](=[O:15])[O:12][CH2:13][CH3:14])=[CH:27][CH:28]=1 |f:0.1.2,4.5|. Procedure: 27.6 g of finely-pulverulent potassium carbonate, 18.2 g of ethyl chloroethylcarbamate and 1 g of powdered potassium iodide are added to a solution of 22.2 g of 4-(3,5-difluorophenoxy)phenol in 80 ml of dimethylformamide. The reaction mixture is heated for 16 hours at 95° C., with stirring. After this, the reaction mixture is filtered, the filtrate is poured into 400 ml of water, and the mixture is extracted repeatedly with diethyl ether. The combined organic phases are washed with water and dri... The reactants are C(C)(C)(C)O (tert-butanol), [O-]S(=O)(=O)[O-].[Mg+2] (MgSO4), BrC=1C=C(C(=O)O)C=C(C1)I (3-bromo-5-iodobenzoic acid), S(O)(O)(=O)=O (sulfuric acid). Solvent: ClCCl (dichloromethane). Run at time 15 minute. The product is BrC=1C=C(C(=O)OC(C)(C)C)C=C(C1)I (tert-butyl 3-bromo-5-iodobenzoate). Reaction SMILES: [O-]S([O-])(=O)=O.[Mg+2].S(=O)(=O)(O)O.[Br:12][C:13]1[CH:14]=[C:15]([CH:19]=[C:20]([I:22])[CH:21]=1)[C:16]([OH:18])=[O:17].[C:23](O)([CH3:26])([CH3:25])[CH3:24]>ClCCl>[Br:12][C:13]1[CH:14]=[C:15]([CH:19]=[C:20]([I:22])[CH:21]=1)[C:16]([O:18][C:23]([CH3:26])([CH3:25])[CH3:24])=[O:17] |f:0.1|. Procedure: To a vigirously stirred suspension of poudered MgSO4 (7.36 g) in dichloromethane (50 mL) was added sulfuric acid (0.758 mL) at room temperature. After stirring for 15 minutes, to the mixture was added 3-bromo-5-iodobenzoic acid (5.00 g) followed by tert-butanol (7.31 mL). The mixture was stirred for 3 days at room temperature. The mixture was partitioned between EtOAc and water. The organic layer was washed with satd. NaHCO3 and brine, dried over MgSO4, and evaporated to give tert-butyl 3-bromo-...